From a dataset of the Open Reaction Database (ORD), a public repository of structured organic reaction records. describe an organic reaction: reactants, conditions, products, and yield The reactants are CC(=O)c1ccc(S(=O)(=O)Nc2ccccn2)cc1, COc1cc(OC)c(N2CCCC2)cc1C=O, C[O-], CO, [Li+], CN(C)C=O. Yields the product COc1cc(OC)c(N2CCCC2)cc1C=CC(=O)c1ccc(S(=O)(=O)Nc2ccccn2)cc1. Reaction SMILES: [C:1]([CH3:2])(=[O:3])[c:4]1[cH:5][cH:6][c:7]([S:10](=[O:11])(=[O:12])[NH:13][c:14]2[n:15][cH:16][cH:17][cH:18][cH:19]2)[cH:8][cH:9]1.[CH3:20][O:21][c:22]1[c:23]([CH:24]=[O:25])[cH:26][c:27]([N:32]2[CH2:33][CH2:34][CH2:35][CH2:36]2)[c:28]([O:30][CH3:31])[cH:29]1.[CH3:37][O-:38].[CH3:45][OH:46].[Li+:39].[O:40]=[CH:41][N:42]([CH3:43])[CH3:44]>>[C:1]([CH:2]=[CH:24][c:23]1[c:22]([O:21][CH3:20])[cH:29][c:28]([O:30][CH3:31])[c:27]([N:32]2[CH2:33][CH2:34][CH2:35][CH2:36]2)[cH:26]1)(=[O:3])[c:4]1[cH:5][cH:6][c:7]([S:10](=[O:11])(=[O:12])[NH:13][c:14]2[n:15][cH:16][cH:17][cH:18][cH:19]2)[cH:8][cH:9]1. The reactants are NC1C(COC(=O)c2ccccc2)OC(n2ccc(NC(=O)c3ccccc3)nc2=O)C1F, COc1ccc(C(Cl)(c2ccccc2)c2ccccc2)cc1, c1ccncc1. Product: COc1ccc(C(NC2C(COC(=O)c3ccccc3)OC(n3ccc(NC(=O)c4ccccc4)nc3=O)C2F)(c2ccccc2)c2ccccc2)cc1. Reaction SMILES: [C:1]([c:2]1[cH:3][cH:4][cH:5][cH:6][cH:7]1)(=[O:8])[NH:9][c:10]1[n:11][c:12](=[O:33])[n:13]([CH:14]2[CH:15]([F:30])[CH:16]([NH2:29])[CH:17]([CH2:18][O:19][C:20]([c:21]3[cH:22][cH:23][cH:24][cH:25][cH:26]3)=[O:27])[O:28]2)[cH:31][cH:32]1.[CH3:34][O:35][c:36]1[cH:37][cH:38][c:39]([C:40]([c:41]2[cH:42][cH:43][cH:44][cH:45][cH:46]2)([c:47]2[cH:48][cH:49][cH:50][cH:51][cH:52]2)[Cl:53])[cH:54][cH:55]1.[cH:56]1[cH:57][cH:58][n:59][cH:60][cH:61]1>>[C:1]([c:2]1[cH:3][cH:4][cH:5][cH:6][cH:7]1)(=[O:8])[NH:9][c:10]1[n:11][c:12](=[O:33])[n:13]([CH:14]2[CH:15]([F:30])[CH:16]([NH:29][C:40]([c:39]3[cH:38][cH:37][c:36]([O:35][CH3:34])[cH:55][cH:54]3)([c:41]3[cH:42][cH:43][cH:44][cH:45][cH:46]3)[c:47]3[cH:48][cH:49][cH:50][cH:51][cH:52]3)[CH:17]([CH2:18][O:19][C:20]([c:21]3[cH:22][cH:23][cH:24][cH:25][cH:26]3)=[O:27])[O:28]2)[cH:31][cH:32]1. Reactants: CSC1=NC=CC(=N1)O (2-methylthio-4-hydroxypyrimidine), Cl.CC1=NC=C(C=C1)C=O (2-methyl-5-formylpyridine hydrochloride). Run in Cl (hydrochloric acid), C(Cl)Cl.CO (methylene chloride methanol). The product is OC1=NC(=NC=C1C(O)C=1C=NC(=CC1)C)SC (4-hydroxy-5-[(6-methyl-3-pyridinyl)hydroxymethyl]-2-methylthiopyrimidine). Reaction SMILES: [CH3:1][S:2][C:3]1[N:8]=[C:7]([OH:9])[CH:6]=[CH:5][N:4]=1.Cl.[CH3:11][C:12]1[CH:17]=[CH:16][C:15]([CH:18]=[O:19])=[CH:14][N:13]=1>Cl.C(Cl)Cl.CO>[OH:9][C:7]1[C:6]([CH:18]([C:15]2[CH:14]=[N:13][C:12]([CH3:11])=[CH:17][CH:16]=2)[OH:19])=[CH:5][N:4]=[C:3]([S:2][CH3:1])[N:8]=1 |f:1.2,4.5|. Procedure: A mixture of 10.0 g (0.07 mol) of 2-methylthio-4-hydroxypyrimidine and 12.4 g (0.079 mol) of 2-methyl-5-formylpyridine hydrochloride in 75 ml of concentrated hydrochloric acid was heated at reflux for 1 hour. After working up as in Example 1 an oil is obtained which is taken up in methylene chloride-methanol then recrystallized from ethyl acetate to give 4-hydroxy-5-[(6-methyl-3-pyridinyl)hydroxymethyl]-2-methylthiopyrimidine; 9.3 g (50%), m.p. 140°. Starting materials: CC=1C=C(C=NC1C1=CC=CC=C1)N (5-Methyl-6-phenyl-3-pyridylamine), ClC1=C(C(=O)N=C=O)C(=CC=C1)Cl (2,6-dichlorobenzoyl isocyanate). Run in C(C)#N (acetonitrile). Run at time 4.5 hour. Yields the product ClC1=C(C(=O)NC(=O)NC=2C=NC(=C(C2)C)C2=CC=CC=C2)C(=CC=C1)Cl (1-(2,6-DICHLOROBENZOYL)-3-(5-METHYL-6-PHENYL-3-PYRIDYL)UREA). As a reaction SMILES: [CH3:1][C:2]1[CH:3]=[C:4]([NH2:14])[CH:5]=[N:6][C:7]=1[C:8]1[CH:13]=[CH:12][CH:11]=[CH:10][CH:9]=1.[Cl:15][C:16]1[CH:26]=[CH:25][CH:24]=[C:23]([Cl:27])[C:17]=1[C:18]([N:20]=[C:21]=[O:22])=[O:19]>C(#N)C>[Cl:15][C:16]1[CH:26]=[CH:25][CH:24]=[C:23]([Cl:27])[C:17]=1[C:18]([NH:20][C:21]([NH:14][C:4]1[CH:5]=[N:6][C:7]([C:8]2[CH:13]=[CH:12][CH:11]=[CH:10][CH:9]=2)=[C:2]([CH3:1])[CH:3]=1)=[O:22])=[O:19]. Procedure details: 5-Methyl-6-phenyl-3-pyridylamine (0.4 gram) in 20 ml of acetonitrile was added to 2,6-dichlorobenzoyl isocyanate (0.5 gram) under nitrogen and at room temperature. After about 10-20 minutes a precipitate formed. The reaction mixture was then stirred for about 4-5 hours and the product was filtered and washed with acetonitrile, yield, 580 mg, m.p. 202°-205° C. A small portion of the product was recrystallized from ethanol, m.p. 204°-209° C. The reactants are N1=CC=C(C=C1)C=1SC=C(N1)C=1C(NC2=CC(=CC=C2C1)C=O)=O (3-(2-pyridin-4-yl-thiazol-4-yl)-1H-quinolin-2-one-7-carbaldehyde), CC1CNCCN1 (3-methylpiperazine). Yields the product CC1CN(CCN1)CC1=CC=C2C=C(C(NC2=C1)=O)C=1N=C(SC1)C1=CC=NC=C1 (7-(3-Methyl-piperazin-1-ylmethyl)-3-(2-pyridin-4-yl-thiazol-4-yl)-1H-quinolin-2-one). Reaction SMILES: [N:1]1[CH:6]=[CH:5][C:4]([C:7]2[S:8][CH:9]=[C:10]([C:12]3[C:13](=[O:24])[NH:14][C:15]4[C:20]([CH:21]=3)=[CH:19][CH:18]=[C:17]([CH:22]=O)[CH:16]=4)[N:11]=2)=[CH:3][CH:2]=1.[CH3:25][CH:26]1[NH:31][CH2:30][CH2:29][NH:28][CH2:27]1>>[CH3:25][CH:26]1[NH:31][CH2:30][CH2:29][N:28]([CH2:22][C:17]2[CH:16]=[C:15]3[C:20]([CH:21]=[C:12]([C:10]4[N:11]=[C:7]([C:4]5[CH:5]=[CH:6][N:1]=[CH:2][CH:3]=5)[S:8][CH:9]=4)[C:13](=[O:24])[NH:14]3)=[CH:19][CH:18]=2)[CH2:27]1. Procedure details: This compound was prepared according to the method described in example 8768 employing 3-(2-pyridin-4-yl-thiazol-4-yl)-1H-quinolin-2-one-7-carbaldehyde and 3-methylpiperazine to give a yellow solid. MS m/z: 418.3 (M+1). Reactants: O=C([O-])[O-], CN(C)c1ccc(C=O)c(O)c1, CC(C)=O, N#CCCl, [K+], [K+]. The product is CN(C)c1ccc(C=O)c(OCC#N)c1. Reaction SMILES: [C:13](=[O:14])([O-:15])[O-:16].[CH3:1][N:2]([c:3]1[cH:4][c:5]([OH:11])[c:6]([CH:7]=[O:8])[cH:9][cH:10]1)[CH3:12].[CH3:23][C:24](=[O:25])[CH3:26].[Cl:19][CH2:20][C:21]#[N:22].[K+:17].[K+:18]>>[CH3:1][N:2]([c:3]1[cH:4][c:5]([O:11][CH2:20][C:21]#[N:22])[c:6]([CH:7]=[O:8])[cH:9][cH:10]1)[CH3:12]. The reactants are C(C)OP(OCC)(=O)C(=C)P(OCC)(OCC)=O (Ethenylidenebisphosphonic acid tetraethyl ester), COC1=CC2=C(N=C(S2)NC(CC(C2=CC=CC=C2)=O)=O)C=C1 (N-(6-methoxybenzothiazol -2-yl)-3-oxo-3-phenylpropanamide). Yields the product C(C)OP(OCC)(=O)C(CC1C(OC2=C(C1=O)C=CC=C2)C2=CC=CC=C2)P(OCC)(OCC)=O ((+)-[2-(3,4-Dihydro-4-oxo-2-phenyl-2H-1-benzopyran-3-yl)ethylidene]bisphosphonic acid tetraethyl ester). Reaction SMILES: [CH2:1]([O:3][P:4]([C:9]([P:11](=[O:18])([O:15][CH2:16][CH3:17])[O:12][CH2:13][CH3:14])=[CH2:10])(=[O:8])[O:5][CH2:6][CH3:7])[CH3:2].COC1C=CC2N=C(N[C:29](=[O:39])[CH2:30][C:31](=[O:38])[C:32]3[CH:37]=[CH:36][CH:35]=[CH:34][CH:33]=3)SC=2C=1>>[CH2:16]([O:15][P:11]([CH:9]([P:4](=[O:8])([O:5][CH2:6][CH3:7])[O:3][CH2:1][CH3:2])[CH2:10][CH:30]1[C:29](=[O:39])[C:33]2[CH:34]=[CH:35][CH:36]=[CH:37][C:32]=2[O:38][CH:31]1[C:32]1[CH:33]=[CH:34][CH:35]=[CH:36][CH:37]=1)(=[O:18])[O:12][CH2:13][CH3:14])[CH3:17]. Procedure details: Ethenylidenebisphosphonic acid tetraethyl ester (I) and flavanone (II), MS (m/e) 524, 479, 302 and 165; IR (neat) 2983, 1683, 1607, 1580, 1499, 1474, 1464 and 1257 cm-1. Reactants: C=C(C)C(=O)NCCCCC(N)C(=O)O, CO, ClCCl, [Na+], [OH-]. Product: NCCCCC(N)C(=O)O. As a reaction SMILES: [C:1](=[O:2])([C:3]([CH3:4])=[CH2:5])[NH:6][CH2:7][CH2:8][CH2:9][CH2:10][CH:11]([NH2:12])[C:13](=[O:14])[OH:15].[CH3:21][OH:22].[Cl:18][CH2:19][Cl:20].[Na+:17].[OH-:16]>>[NH2:6][CH2:7][CH2:8][CH2:9][CH2:10][CH:11]([NH2:12])[C:13](=[O:14])[OH:15]. Reactants: C1CCOC1, CC1(C)OCC(CC2c3ccccc3Oc3ccc(F)cc3C2N=[N+]=[N-])O1. Product: [N-]=[N+]=NC1c2cc(F)ccc2Oc2ccccc2C1CC(O)CO. Reaction SMILES: [CH2:28]1[O:29][CH2:30][CH2:31][CH2:32]1.[CH3:1][C:2]1([CH3:27])[O:3][CH2:4][CH:5]([CH2:7][CH:8]2[c:9]3[c:10]([cH:23][cH:24][cH:25][cH:26]3)[O:11][c:12]3[c:13]([cH:18][c:19]([F:22])[cH:20][cH:21]3)[CH:14]2[N:15]=[N+:16]=[N-:17])[O:6]1>>[OH:3][CH2:4][CH:5]([OH:6])[CH2:7][CH:8]1[c:9]2[c:10]([cH:23][cH:24][cH:25][cH:26]2)[O:11][c:12]2[c:13]([cH:18][c:19]([F:22])[cH:20][cH:21]2)[CH:14]1[N:15]=[N+:16]=[N-:17]. Starting materials: CC(COS(C)(=O)=O)OS(C)(=O)=O, Cc1ccccc1, Cc1cccc(C)c1NS(C)(=O)=O, [H-], [Na+]. Yields the product Cc1cccc(C)c1N(CC(C)OS(C)(=O)=O)S(C)(=O)=O. As a reaction SMILES: [CH3:16][S:17]([O:18][CH2:21][CH:22]([CH3:23])[O:24][S:25](=[O:26])(=[O:27])[CH3:28])(=[O:19])=[O:20].[CH3:29][c:30]1[cH:31][cH:32][cH:33][cH:34][cH:35]1.[CH3:3][c:4]1[c:5]([NH:11][S:12](=[O:13])(=[O:14])[CH3:15])[c:6]([CH3:10])[cH:7][cH:8][cH:9]1.[H-:1].[Na+:2]>>[CH3:3][c:4]1[c:5]([N:11]([S:12](=[O:13])(=[O:14])[CH3:15])[CH2:21][CH:22]([CH3:23])[O:24][S:25](=[O:26])(=[O:27])[CH3:28])[c:6]([CH3:10])[cH:7][cH:8][cH:9]1.